This data is from the Open Reaction Database (ORD), a public repository of structured organic reaction records. The task is: describe an organic reaction: reactants, conditions, products, and yield Starting materials: C(C)(=O)O[C@H]1C(N(C(C1)=O)[C@H]1[C@@H](CCCC1)O)=O ((3R)-1-((1R,2R)-2-hydroxylcyclohex-1-yl)-2,5-dioxopyrrolidin-3-yl acetate), C(C1=CC=CC=C1)OC=1C=C(C=CC1OC)CCN=C(C(Cl)(Cl)Cl)[O-] (2-(3-benzyloxy-4-methoxy-phenyl)-ethyl-2,2,2-trichloroacetimidate). Solvent: ClCCl (dichloromethane), ClCCl (dichloromethane). Conditions: temperature 0 celsius, time 20 minute. The product is C(C)(=O)O[C@H]1C(N(C(C1)=O)[C@H]1[C@@H](CCCC1)OCCC1=CC(=C(C=C1)OC)OCC1=CC=CC=C1)=O ((1R,2R)-1-{2-[2-(3-benzyloxy-4-methoxy-phenyl)ethoxy]cyclohexyl}-2,5-dioxopyrrolidin-3-(R)-yl acetate). Yield: 85.9%. Reaction SMILES: [C:1]([O:4][C@@H:5]1[CH2:9][C:8](=[O:10])[N:7]([C@@H:11]2[CH2:16][CH2:15][CH2:14][CH2:13][C@H:12]2[OH:17])[C:6]1=[O:18])(=[O:3])[CH3:2].[CH2:19]([O:26][C:27]1[CH:28]=[C:29]([CH2:35][CH2:36]N=C([O-])C(Cl)(Cl)Cl)[CH:30]=[CH:31][C:32]=1[O:33][CH3:34])[C:20]1[CH:25]=[CH:24][CH:23]=[CH:22][CH:21]=1>ClCCl>[C:1]([O:4][C@@H:5]1[CH2:9][C:8](=[O:10])[N:7]([C@@H:11]2[CH2:16][CH2:15][CH2:14][CH2:13][C@H:12]2[O:17][CH2:36][CH2:35][C:29]2[CH:30]=[CH:31][C:32]([O:33][CH3:34])=[C:27]([O:26][CH2:19][C:20]3[CH:25]=[CH:24][CH:23]=[CH:22][CH:21]=3)[CH:28]=2)[C:6]1=[O:18])(=[O:3])[CH3:2]. Reported procedure: To a chilled (0° C.) solution of (3R)-1-((1R,2R)-2-hydroxylcyclohex-1-yl)-2,5-dioxopyrrolidin-3-yl acetate (15.0 g, 58.7 mmol) in anhydrous dichloromethane (100 mL) was added tetrafluoroboric acid diethyl ether complex (3.2 mL). The resultant reaction mixture was stirred at 0° C. for 20 minutes before adding a solution of 2-(3-benzyloxy-4-methoxy-phenyl)-ethyl-2,2,2-trichloroacetimidate (24.8 g, 61.6 mmol, 1.05 equiv.) in dichloromethane (100 mL) via an addition funnel over 30 minutes. The react... Reactants: C1(CCCCC1)C(C=1OC2=C(C1C)C=C(C=C2)OCC=2C=NC=CC2)NC2=CC=C(C=C2)C(=O)N(CCC(=O)OCC)C (Ethyl 3-[{[4-({cyclohexyl[3-methyl-5-(pyridin-3-ylmethoxy)-1-benzofuran-2-yl]methyl}amino)phenyl]carbonyl}(methyl)amino]propanoate), C1(CCCCC1)C(C=1OC2=C(C1C)C=C(C=C2)OCC=2C=NC=CC2)NC2=CC=C(C=C2)C(=O)N(CCC(=O)OCC)C (ethyl 3-[{[4-({cyclohexyl[3-methyl-5-(pyridin-3-ylmethoxy)-1-benzofuran-2-yl]methyl}amino)phenyl]carbonyl}(methyl)amino]propanoate), [OH-].[Na+] (sodium hydroxide). Solvent: C(C)O (ethanol). Conditions: time 0.5 hour. Yields the product C1(CCCCC1)C(C=1OC2=C(C1C)C=C(C=C2)OCC=2C=NC=CC2)NC2=CC=C(C=C2)C(=O)N(CCC(=O)O)C (3-[{[4-({cyclohexyl[3-methyl-5-(pyridin-3-ylmethoxy)-1-benzofuran-2-yl]methyl}amino)phenyl]carbonyl}(methyl)amino]propanoic acid). Isolated yield 64.6%. Reaction SMILES: [CH:1]1([CH:7]([NH:26][C:27]2[CH:32]=[CH:31][C:30]([C:33]([N:35]([CH3:43])[CH2:36][CH2:37][C:38]([O:40]CC)=[O:39])=[O:34])=[CH:29][CH:28]=2)[C:8]2[O:9][C:10]3[CH:17]=[CH:16][C:15]([O:18][CH2:19][C:20]4[CH:21]=[N:22][CH:23]=[CH:24][CH:25]=4)=[CH:14][C:11]=3[C:12]=2[CH3:13])[CH2:6][CH2:5][CH2:4][CH2:3][CH2:2]1.[OH-].[Na+]>C(O)C>[CH:1]1([CH:7]([NH:26][C:27]2[CH:28]=[CH:29][C:30]([C:33]([N:35]([CH3:43])[CH2:36][CH2:37][C:38]([OH:40])=[O:39])=[O:34])=[CH:31][CH:32]=2)[C:8]2[O:9][C:10]3[CH:17]=[CH:16][C:15]([O:18][CH2:19][C:20]4[CH:21]=[N:22][CH:23]=[CH:24][CH:25]=4)=[CH:14][C:11]=3[C:12]=2[CH3:13])[CH2:6][CH2:5][CH2:4][CH2:3][CH2:2]1 |f:1.2|. Reported procedure: Ethyl 3-[{[4-({cyclohexyl[3-methyl-5-(pyridin-3-ylmethoxy)-1-benzofuran-2-yl]methyl}amino)phenyl]carbonyl}(methyl)amino]propanoate (0.13 g) synthesized in the above-mentioned (1) was dissolved in ethanol (5 mL), 1N aqueous sodium hydroxide solution (3.0 mL) was added to the solution at room temperature, and the mixture was stirred at room temperature for 0.5 hr. Ethanol was evaporated under reduced pressure, 1N hydrochloric acid (3.0 mL) was added to the residue, and the mixture was extracted wi...